This data is from the Open Reaction Database (ORD), a public repository of structured organic reaction records. The task is: describe an organic reaction: reactants, conditions, products, and yield Reactants: BrCCCC (Bromobutane), OC1=C(C=CC(=C1)O)C1=NC(=NC(=N1)C1=C(C=C(C=C1)O)O)C1=CC=C(C=C1)SC1=CC=CC=C1 (2,4-bis-(2,4-dihydroxyphenyl)-6-[4-(phenylthio)phenyl]-s-triazine), C([O-])([O-])=O.[K+].[K+] (potassium carbonate), N1=CN=CN=C1 (s-triazine). The solvent is O (water), CN(C=O)C (N,N-dimethylformamide). Run at temperature 90 celsius, time 8 hour. Yields the product C(CCC)OC1=CC(=C(C=C1)C1=NC(=NC(=N1)C1=C(C=C(C=C1)OCCCC)O)C1=CC=C(C=C1)SC1=CC=CC=C1)O (2,4-Bis-(4-butoxy-2-hydroxyphenyl)-6-[4-(phenylthio)phenyl]-s-triazine). As a reaction SMILES: [OH:1][C:2]1[CH:7]=[C:6]([OH:8])[CH:5]=[CH:4][C:3]=1[C:9]1[N:14]=[C:13]([C:15]2[CH:20]=[CH:19][C:18]([OH:21])=[CH:17][C:16]=2[OH:22])[N:12]=[C:11]([C:23]2[CH:28]=[CH:27][C:26]([S:29][C:30]3[CH:35]=[CH:34][CH:33]=[CH:32][CH:31]=3)=[CH:25][CH:24]=2)[N:10]=1.C(=O)([O-])[O-].[K+].[K+].N1C=NC=NC=1.Br[CH2:49][CH2:50][CH2:51][CH3:52]>O.CN(C)C=O>[CH2:49]([O:8][C:6]1[CH:5]=[CH:4][C:3]([C:9]2[N:14]=[C:13]([C:15]3[CH:20]=[CH:19][C:18]([O:21][CH2:7][CH2:2][CH2:3][CH3:4])=[CH:17][C:16]=3[OH:22])[N:12]=[C:11]([C:23]3[CH:28]=[CH:27][C:26]([S:29][C:30]4[CH:35]=[CH:34][CH:33]=[CH:32][CH:31]=4)=[CH:25][CH:24]=3)[N:10]=2)=[C:2]([OH:1])[CH:7]=1)[CH2:50][CH2:51][CH3:52] |f:1.2.3|. Procedure: To a 500 mL round bottomed flask equipped with a magnetic stirrer, condenser and nitrogen atmosphere are charged 2.0 g (4.2 mmol) of 2,4-bis-(2,4-dihydroxyphenyl)-6-[4-(phenylthio)phenyl]-s-triazine, 0.58 g (4.2 mmol) of potassium carbonate and 30 mL of N,N-dimethylformamide. The mixture is heated to 90° C., and the s-triazine compound dissolves readily. Bromobutane (4.5 mL, 42.0 mmol) is added all at once. The reaction mixture is heated at 90° C. for 2.5 hours and then stirred at room temperatu... Starting materials: CCO, O=C1c2ccccc2C(=O)N1CC1(F)CCN(Cc2cc(Cl)cc(Cl)c2O)CC1, NN. Yields the product NCC1(F)CCN(Cc2cc(Cl)cc(Cl)c2O)CC1. As a reaction SMILES: [CH3:32][CH2:33][OH:34].[Cl:3][c:4]1[c:5]([OH:31])[c:6]([CH2:7][N:8]2[CH2:9][CH2:10][C:11]([F:14])([CH2:15][N:16]3[C:17](=[O:18])[c:19]4[c:20]([cH:21][cH:22][cH:23][cH:24]4)[C:25]3=[O:26])[CH2:12][CH2:13]2)[cH:27][c:28]([Cl:30])[cH:29]1.[NH2:1][NH2:2]>>[Cl:3][c:4]1[c:5]([OH:31])[c:6]([CH2:7][N:8]2[CH2:9][CH2:10][C:11]([F:14])([CH2:15][NH2:16])[CH2:12][CH2:13]2)[cH:27][c:28]([Cl:30])[cH:29]1.